Dataset: the Open Reaction Database (ORD), a public repository of structured organic reaction records. Task: describe an organic reaction: reactants, conditions, products, and yield The reactants are ClC1=NC(=CC(=C1)C)C1=CC=C(C=C1)C(F)(F)F (2-chloro-4-methyl-6-(4-trifluoromethyl-phenyl)-pyridine), FC1=CC=C(C=C1)B(O)O (4-fluorobenzeneboronic acid), C(=O)([O-])[O-].[Na+].[Na+] (Na2CO3). The reagents and catalysts are C=1C=CC(=CC1)[P](C=2C=CC=CC2)(C=3C=CC=CC3)[Pd]([P](C=4C=CC=CC4)(C=5C=CC=CC5)C=6C=CC=CC6)([P](C=7C=CC=CC7)(C=8C=CC=CC8)C=9C=CC=CC9)[P](C=1C=CC=CC1)(C=1C=CC=CC1)C=1C=CC=CC1 (tetrakis(triphenylphosphine)palladium). Solvent: COCCOC (DME), O (water). Run at temperature 85 celsius. Yields the product FC1=CC=C(C=C1)C1=NC(=CC(=C1)C)C1=CC=C(C=C1)C(F)(F)F (2-(4-Fluoro-phenyl)-4-methyl-6-(4-trifluoromethyl-phenyl)-pyridine). Isolated yield 83.0%. Reaction SMILES: Cl[C:2]1[CH:7]=[C:6]([CH3:8])[CH:5]=[C:4]([C:9]2[CH:14]=[CH:13][C:12]([C:15]([F:18])([F:17])[F:16])=[CH:11][CH:10]=2)[N:3]=1.[F:19][C:20]1[CH:25]=[CH:24][C:23](B(O)O)=[CH:22][CH:21]=1.C([O-])([O-])=O.[Na+].[Na+]>COCCOC.O.C1C=CC([P]([Pd]([P](C2C=CC=CC=2)(C2C=CC=CC=2)C2C=CC=CC=2)([P](C2C=CC=CC=2)(C2C=CC=CC=2)C2C=CC=CC=2)[P](C2C=CC=CC=2)(C2C=CC=CC=2)C2C=CC=CC=2)(C2C=CC=CC=2)C2C=CC=CC=2)=CC=1>[F:19][C:20]1[CH:25]=[CH:24][C:23]([C:2]2[CH:7]=[C:6]([CH3:8])[CH:5]=[C:4]([C:9]3[CH:14]=[CH:13][C:12]([C:15]([F:18])([F:17])[F:16])=[CH:11][CH:10]=3)[N:3]=2)=[CH:22][CH:21]=1 |f:2.3.4,^1:45,47,66,85|. Reported procedure: To a degassed solution of 2-chloro-4-methyl-6-(4-trifluoromethyl-phenyl)-pyridine (270 mg, 1.0 mmol), 4-fluorobenzeneboronic acid (155 mg, 1.0 mmol), 2N Na2CO3 (1.5 mL) in DME (10 mL) was added tetrakis(triphenylphosphine)palladium (70 mg, 0.06 mmol) under argon. The mixture was heated to 85° C. for 6 h, cooled to room temperature, diluted with water, and extracted with methylene chloride (3×). The organic solution was washed with brine, dried over Na2SO4, and concentrated. The residue was purif... Starting materials: C[Si](C)(C)[N-][Si](C)(C)C.[K+] (KHMDS), COC1=CC=C2C(=C(NC2=C1)CC(C(=O)OC)(C)C)SC(C)(C)C (Methyl 3-[6-methoxy-3-(t-butylthio) indol-2-yl]-2,2-dimethylpropanoate), IC (iodomethane). The solvent is C1(=CC=CC=C1)C (toluene), C1CCOC1 (THF), CN(C)P(=O)(N(C)C)N(C)C (HMPA). Reaction conditions: time 15 minute. Yields the product CN1C(=C(C2=CC=C(C=C12)OC)SC(C)(C)C)CC(C(=O)OC)(C)C (Methyl 3-[N-methyl-3-(t-butylthio)-6-methoxyindol-2-yl]-2,2-dimethylpropanoate). RXN SMILES: [CH3:1][O:2][C:3]1[CH:11]=[C:10]2[C:6]([C:7]([S:20][C:21]([CH3:24])([CH3:23])[CH3:22])=[C:8]([CH2:12][C:13]([CH3:19])([CH3:18])[C:14]([O:16][CH3:17])=[O:15])[NH:9]2)=[CH:5][CH:4]=1.[CH3:25][Si]([N-][Si](C)(C)C)(C)C.[K+].IC>C1COCC1.CN(P(N(C)C)(N(C)C)=O)C.C1(C)C=CC=CC=1>[CH3:25][N:9]1[C:10]2[C:6](=[CH:5][CH:4]=[C:3]([O:2][CH3:1])[CH:11]=2)[C:7]([S:20][C:21]([CH3:24])([CH3:23])[CH3:22])=[C:8]1[CH2:12][C:13]([CH3:19])([CH3:18])[C:14]([O:16][CH3:17])=[O:15] |f:1.2|. Procedure: A solution of 1.75 g of the indole from Step A in 30 mL of THF and 3 mL HMPA was cooled to -78° C. and to this solution was slowly added a solution of 0.54M KHMDS in toluene (10.2 mL). The mixture was stirred at this temperature for 15 min. and treated with 0.34 mL of iodomethane. The mixture was stirred at -78° C. for 5 h, quenched with 1N HCl (100 mL), extracted with ethyl acetate, and the organic layer washed with H2O, dried over Na2SO4 and evaporated to dryness. The residue was chromatograph... Starting materials: COC(=O)CBr, O=C([O-])[O-], CN(C)C=O, Clc1ccc2c(c1)CNCc1nnc(C3CCN(c4ccccn4)CC3)n1-2, [K+], [K+]. RXN SMILES: [Br:28][CH2:29][C:30](=[O:31])[O:32][CH3:33].[C:34](=[O:35])([O-:36])[O-:37].[CH3:40][N:41]([CH3:42])[CH:43]=[O:44].[Cl:1][c:2]1[cH:3][c:4]2[c:5]([cH:26][cH:27]1)-[n:6]1[c:7]([CH:14]3[CH2:15][CH2:16][N:17]([c:20]4[n:21][cH:22][cH:23][cH:24][cH:25]4)[CH2:18][CH2:19]3)[n:8][n:9][c:10]1[CH2:11][NH:12][CH2:13]2.[K+:38].[K+:39]>>[Cl:1][c:2]1[cH:3][c:4]2[c:5]([cH:26][cH:27]1)-[n:6]1[c:7]([CH:14]3[CH2:15][CH2:16][N:17]([c:20]4[n:21][cH:22][cH:23][cH:24][cH:25]4)[CH2:18][CH2:19]3)[n:8][n:9][c:10]1[CH2:11][N:12]([CH2:29][C:30](=[O:31])[O:32][CH3:33])[CH2:13]2. Product: COC(=O)CN1Cc2cc(Cl)ccc2-n2c(nnc2C2CCN(c3ccccn3)CC2)C1. The product is FC(S(=O)(=O)[O-])(F)F.C[N+](CC(F)(F)F)(C1=CC=CC=C1)C (N,N-dimethyl-N-phenyl-N-2,2,2-trifluoroethylammonium trifluoromethanesulfonate). Starting materials: CN(C1=CC=CC=C1)C (N,N-dimethylaniline), FC(S(=O)(=O)[O-])(F)F.FC(C[I+]C1=CC=CC=C1)(F)F ((2,2,2-trifluoroethyl)phenyliodonium trifluoromethanesulfonate). Isolated yield 177.8%. Reaction conditions: time 30 minute. Procedure: 61 mg (0.50 mmol) of N,N-dimethylaniline was added to a solution of 218 mg (0.50 mmol) of (2,2,2-trifluoroethyl)phenyliodonium trifluoromethanesulfonate in an argon atmosphere at room temperature, and the mixture was stirred for 30 minutes. After completion of the reaction, the reaction mixture was concentrated and purified by silica gel thin-layer chromatography to obtain 157 mg (89%) of N,N-dimethyl-N-phenyl-N-2,2,2-trifluoroethylammonium trifluoromethanesulfonate. RXN SMILES: [CH3:1][N:2]([CH3:9])[C:3]1[CH:8]=[CH:7][CH:6]=[CH:5][CH:4]=1.[F:10][C:11]([F:17])([F:16])[S:12]([O-:15])(=[O:14])=[O:13].[F:18][C:19]([F:29])([F:28])C[I+]C1C=CC=CC=1>>[F:10][C:11]([F:17])([F:16])[S:12]([O-:15])(=[O:14])=[O:13].[CH3:1][N+:2]([CH3:11])([C:3]1[CH:8]=[CH:7][CH:6]=[CH:5][CH:4]=1)[CH2:9][C:19]([F:29])([F:28])[F:18] |f:1.2,3.4|. Starting materials: C=C1CC(=O)O1.CC(=O)C (diketene acetone), CNC (dimethylamine). The solvent is C1(=CC=CC=C1)C (toluene). The product is CN(C(CC(C)=O)=O)C (N,N-Dimethyl-3-oxobutyramide). RXN SMILES: [CH2:1]=[C:2]1[O:6][C:4](=[O:5])[CH2:3]1.CC(C)=O.[CH3:11][NH:12][CH3:13]>C1(C)C=CC=CC=1>[CH3:11][N:12]([CH3:13])[C:4](=[O:5])[CH2:3][C:2](=[O:6])[CH3:1] |f:0.1|. Procedure: A solution of 9 ml (0.05 mmol) of diketene-acetone adduct in 20 ml of toluene was treated with gaseous dimethylamine at room temperature until the reaction was complete. The solvent was removed in vacuo and the residue was purified by chromatography on silica gel (EtOAc/MeOH 0%→10%) yielding 7.0 g of the title compound.